From a dataset of the Open Reaction Database (ORD), a public repository of structured organic reaction records. describe an organic reaction: reactants, conditions, products, and yield The reactants are BrCCCCN1C(CC2(CC=CC2)CC1=O)=O (8-(4-bromobutyl)-8-azaspiro[4.5]dec-2-ene-7,9-dione), CCOC(=O)C.CCCCCC (EtOAc hexane). Product: OC1CC2(CC1)CC(N(C(C2)=O)CCCCBr)=O (2-Hydroxy-8-(4-bromobutyl)-8-azaspiro[4.5]decane-7,9-dione). Yield: 75.0%. As a reaction SMILES: [Br:1][CH2:2][CH2:3][CH2:4][CH2:5][N:6]1[C:15](=[O:16])[CH2:14][C:9]2([CH2:13][CH:12]=[CH:11][CH2:10]2)[CH2:8][C:7]1=[O:17].CC[O:20]C(C)=O.CCCCCC>>[OH:20][CH:11]1[CH2:12][CH2:13][C:9]2([CH2:8][C:7](=[O:17])[N:6]([CH2:5][CH2:4][CH2:3][CH2:2][Br:1])[C:15](=[O:16])[CH2:14]2)[CH2:10]1 |f:1.2|. Procedure: This compound was prepared from 8-(4-bromobutyl)-8-azaspiro[4.5]dec-2-ene-7,9-dione according to the procedure as a viscous liquid. Flash chromatography in EtOAc/hexane (3:2) afforded the title compound in 75% yield as a clear oil; IR (neat) 3450, 2956, 1725, 1670, 1436, 1394, 1355, 1267, 1137 cm-1 ; 1H NMR (CDCl3) 6 5.32 (s, IH), 4.24 (b s, lH), 3.81 (t, J=7.1 Hz, 2H), 3.42 (t, J=7.1 Hz, 2H), 2.82 (s, 2H), 2.61 (s, 2H), 2.09-1.53 (m, 10H); mass spectrum, m/z (relative intensity) 320 (M.H+2, 61)... The reactants are C(C)OC(=O)C=1C=C2N=CC=NC2=CC1C(=O)OCC (quinoxaline-6,7-dicarboxylic acid diethyl ester), [OH-].[K+] (KOH), O (water). The solvent is CC(=O)OC(=O)C (acetanhydride), O1CCOCC1 (dioxane). The product is N1=CC=NC=2C=C3C(=CC12)C(OC3=O)=O (furo[3,4-g]quinoxaline-6,8-dione). Yield: 72.0%. Reaction SMILES: C(O[C:4]([C:6]1[CH:7]=[C:8]2[C:13](=[CH:14][C:15]=1[C:16]([O:18]CC)=[O:17])[N:12]=[CH:11][CH:10]=[N:9]2)=[O:5])C.[OH-].[K+].O>O1CCOCC1.CC(OC(C)=O)=O>[N:9]1[C:8]2[CH:7]=[C:6]3[C:4](=[O:5])[O:18][C:16](=[O:17])[C:15]3=[CH:14][C:13]=2[N:12]=[CH:11][CH:10]=1 |f:1.2|. Procedure: 11.8 g (43.0 mmol) quinoxaline-6,7-dicarboxylic acid diethyl ester and 5.0 g (86 mmol) KOH dissolved in 100 ml dioxane and 50 ml water is stirred at ambient temperature during 20 hours. After evaporation of the dioxane, the solution is made slightly acidic (pH ˜5) with HCl 2N and is extracted with methylene chloride. After evaporation of the organic phase, 6.6 g diacide is isolated. This product is directly dissolved in 25 ml acetanhydride and heated at reflux during 8 hours. Acetanhydride is ev... Reactants: COC(C=[N+]=[N-])OC, CO, CC12CCC(=O)C=C1CCC1C3CC(O)C(O)(C(=O)CO)C3(C)CC(O)C12F. Product: COC(COC1CC2C3CCC4=CC(=O)CCC4(C)C3(F)C(O)CC2(C)C1(O)C(=O)CO)OC. Reaction SMILES: [CH3:1][O:2][CH:3]([CH:4]=[N+:5]=[N-:6])[O:7][CH3:8].[CH3:37][OH:38].[F:9][C:10]12[C:11]3([CH3:36])[CH2:12][CH2:13][C:14](=[O:35])[CH:15]=[C:16]3[CH2:17][CH2:18][CH:19]1[CH:20]1[CH2:21][CH:22]([OH:34])[C:23]([C:24]([CH2:25][OH:26])=[O:27])([OH:33])[C:28]1([CH3:32])[CH2:29][CH:30]2[OH:31]>>[CH3:1][O:2][CH:3]([CH2:4][O:34][CH:22]1[CH2:21][CH:20]2[CH:19]3[C:10]([F:9])([C:11]4([CH3:36])[CH2:12][CH2:13][C:14](=[O:35])[CH:15]=[C:16]4[CH2:17][CH2:18]3)[CH:30]([OH:31])[CH2:29][C:28]2([CH3:32])[C:23]1([C:24]([CH2:25][OH:26])=[O:27])[OH:33])[O:7][CH3:8]. Starting materials: C(#N)C1=CC=C(C=C1)C1=CC=C(C=C1)O (4'-cyano-4-hydroxy-biphenyl), N1=CC=CC=C1 (pyridine), C(CCCCCC)OC(=O)Cl (chloroformic acid n-heptyl ester). Run in C1=CC=CC=C1 (benzene). Product: C(OC1=CC=C(C=C1)C1=CC=C(C=C1)C#N)(OCCCCCCC)=O (4'-cyano-4-biphenylyl n-heptyl carbonate). As a reaction SMILES: [C:1]([C:3]1[CH:8]=[CH:7][C:6]([C:9]2[CH:14]=[CH:13][C:12]([OH:15])=[CH:11][CH:10]=2)=[CH:5][CH:4]=1)#[N:2].N1C=CC=CC=1.[CH2:22]([O:29][C:30](Cl)=[O:31])[CH2:23][CH2:24][CH2:25][CH2:26][CH2:27][CH3:28]>C1C=CC=CC=1>[C:30](=[O:31])([O:29][CH2:22][CH2:23][CH2:24][CH2:25][CH2:26][CH2:27][CH3:28])[O:15][C:12]1[CH:13]=[CH:14][C:9]([C:6]2[CH:5]=[CH:4][C:3]([C:1]#[N:2])=[CH:8][CH:7]=2)=[CH:10][CH:11]=1. Procedure details: 0.976 G. of 4'-cyano-4-hydroxy-biphenyl are dissolved in 10 ml. of absolute pyridine and reacted with 1.07 g. of chloroformic acid n-heptyl ester as in Example 1. The 1.8 g. of yellow oil obtained according to the procedure described in Example 1 is dissolved in benzene and chromatographed on 90 g. of silica gel. Benzene elutes 1.782 g. of colorless crystals which are recrystallized from ether-hexane up to constant melting point and clearing point. The pure 4'-cyano-4-biphenylyl n-heptyl carbona... Reactants: CC(=O)Nc1cc(N)ccc1S(=O)(=O)O, COS(=O)(=O)OC, O=CO, [Cl-], Cl, [Na+], O. Yields the product CNc1cc(N)ccc1S(=O)(=O)O. Reaction SMILES: [C:1](=[O:2])([CH3:3])[NH:4][c:5]1[cH:6][c:7]([NH2:8])[cH:9][cH:10][c:11]1[S:12](=[O:13])(=[O:14])[OH:15].[CH3:16][O:17][S:18]([O:19][CH3:20])(=[O:21])=[O:22].[CH:27]([OH:28])=[O:29].[Cl-:25].[ClH:23].[Na+:24].[OH2:26]>>[CH3:1][NH:4][c:5]1[cH:6][c:7]([NH2:8])[cH:9][cH:10][c:11]1[S:12](=[O:13])(=[O:14])[OH:15].